The task is: describe an organic reaction: reactants, conditions, products, and yield. This data is from the Open Reaction Database (ORD), a public repository of structured organic reaction records. Starting materials: solid, C (charcoal), solution, N′-[2-butyl-1H-(4-chlorobutyl)-1H-imidazo[4,5-c]quinolin-4-yl]-N,N-dimethylimidoformamide, C(CCC)C=1N(C2=C(C(=NC=3C=CC=CC23)N)N1)CCCCCl (2-butyl-1-(4-chlorobutyl)-1H-imidazo[4,5-c]quinolin-4-amine), [Na+].C1(=CC=CC=C1)S(=O)[O-] (benzenesulfinic acid sodium salt), Cl (hydrochloric acid), O1CCOCC1 (dioxane). The solvent is C(C)(=O)OCC (ethyl acetate), CN(C=O)C (dimethyl formamide), CO (methanol). Conditions: temperature 100 celsius, time 12 hour. Yields the product C(CCC)C=1N(C2=C(C(=NC=3C=CC=CC23)N)N1)CCCCS(=O)(=O)C1=CC=CC=C1 (2-butyl-1-[4-(phenylsulfonyl)butyl]-1H-imidazo[4,5-c]quinolin-4-amine). Isolated yield 21.6%. Reaction SMILES: [CH2:1]([C:5]1[N:6]([CH2:19][CH2:20][CH2:21][CH2:22]Cl)[C:7]2[C:16]3[CH:15]=[CH:14][CH:13]=[CH:12][C:11]=3[N:10]=[C:9]([NH2:17])[C:8]=2[N:18]=1)[CH2:2][CH2:3][CH3:4].[Na+].[C:25]1([S:31]([O-:33])=[O:32])[CH:30]=[CH:29][CH:28]=[CH:27][CH:26]=1.Cl.O1CCOCC1.C>CO.C(OCC)(=O)C.CN(C)C=O>[CH2:1]([C:5]1[N:6]([CH2:19][CH2:20][CH2:21][CH2:22][S:31]([C:25]2[CH:30]=[CH:29][CH:28]=[CH:27][CH:26]=2)(=[O:33])=[O:32])[C:7]2[C:16]3[CH:15]=[CH:14][CH:13]=[CH:12][C:11]=3[N:10]=[C:9]([NH2:17])[C:8]=2[N:18]=1)[CH2:2][CH2:3][CH3:4] |f:1.2|. Procedure details: A round bottom flask was charged with a magnetic stir bar, a 2:1 mixture of N′-[2-butyl-1H-(4-chlorobutyl)-1H-imidazo[4,5-c]quinolin-4-yl]-N,N-dimethylimidoformamide and 2-butyl-1-(4-chlorobutyl)-1H-imidazo[4,5-c]quinolin-4-amine (1.3 g), benzenesulfinic acid sodium salt (1.67 g, 10.11 mmol), and anhydrous dimethyl formamide (15 mL) under a nitrogen atmosphere. The resulting solution was heated to 100° C. to give a homogeneous solution that was maintained at 100° C. for 90 hours at which time th... The reactants are [Al+3], CCOCC, CC1CCC2C(C)CC(=O)OC2C1, Cl, [H-], [H-], [H-], [H-], [Li+]. Product: CC1CCC(C(C)CCO)C(O)C1. RXN SMILES: [Al+3:2].[CH3:21][CH2:22][O:23][CH2:24][CH3:25].[CH3:7][CH:8]1[CH2:9][C:10](=[O:19])[O:11][CH:12]2[CH2:13][CH:14]([CH3:18])[CH2:15][CH2:16][CH:17]12.[ClH:20].[H-:1].[H-:4].[H-:5].[H-:6].[Li+:3]>>[CH3:7][CH:8]([CH2:9][CH2:10][OH:19])[CH:17]1[CH:12]([OH:11])[CH2:13][CH:14]([CH3:18])[CH2:15][CH2:16]1. Starting materials: BrC1=CC=C(C=C1)[C@@H](C(F)(F)F)N[C@H](CO)CCC(F)(F)F ((2S)-2-{[(1S)-1-(4-bromophenyl)-2,2,2-trifluoroethyl]amino}-5,5,5-trifluoropentan-1-ol), CS(=O)(=O)C1=CC=C(C=C1)B1OC(C(O1)(C)C)(C)C (2-(4-methanesulfonyl-phenyl)-4,4,5,5-tetramethyl-[1,3,2]dioxaborolane), CN(C)C=O (DMF). Reagents/catalysts: [Pd](Cl)Cl.C1(=CC=CC=C1)P([C-]1C=CC=C1)C1=CC=CC=C1.[C-]1(C=CC=C1)P(C1=CC=CC=C1)C1=CC=CC=C1.[Fe+2] ([1,1′-Bis(diphenyl-phosphino)ferrocene]-palladium (II) chloride). Solvent: C(C)(=O)OCC (ethyl acetate), O (water). Reaction conditions: temperature 85 celsius, time 5 hour. The product is FC(CC[C@@H](CO)N[C@H](C(F)(F)F)C1=CC=C(C=C1)C1=CC=C(C=C1)S(=O)(=O)C)(F)F ((2S)-5,5,5-trifluoro-2-({(1S)-2,2,2-trifluoro-1-[4′-(methylsulfonyl)-1,1′-biphenyl-4-yl]ethyl}amino)pentan-1-ol). Reaction SMILES: Br[C:2]1[CH:7]=[CH:6][C:5]([C@H:8]([NH:13][C@@H:14]([CH2:17][CH2:18][C:19]([F:22])([F:21])[F:20])[CH2:15][OH:16])[C:9]([F:12])([F:11])[F:10])=[CH:4][CH:3]=1.[CH3:23][S:24]([C:27]1[CH:32]=[CH:31][C:30](B2OC(C)(C)C(C)(C)O2)=[CH:29][CH:28]=1)(=[O:26])=[O:25].CN(C=O)C>C(OCC)(=O)C.O.[Pd](Cl)Cl.C1(P(C2C=CC=CC=2)[C-]2C=CC=C2)C=CC=CC=1.[C-]1(P(C2C=CC=CC=2)C2C=CC=CC=2)C=CC=C1.[Fe+2]>[F:20][C:19]([F:22])([F:21])[CH2:18][CH2:17][C@H:14]([NH:13][C@@H:8]([C:5]1[CH:6]=[CH:7][C:2]([C:30]2[CH:31]=[CH:32][C:27]([S:24]([CH3:23])(=[O:26])=[O:25])=[CH:28][CH:29]=2)=[CH:3][CH:4]=1)[C:9]([F:12])([F:11])[F:10])[CH2:15][OH:16] |f:5.6.7.8|. Reported procedure: A stream of nitrogen was passed through a suspension of (2S)-2-{[(1S)-1-(4-bromophenyl)-2,2,2-trifluoroethyl]amino}-5,5,5-trifluoropentan-1-ol (0.55 g), 2-(4-methanesulfonyl-phenyl)-4,4,5,5-tetramethyl-[1,3,2]dioxaborolane (0.59 g) 2.5 M K2CO3 (2.75 mL) and DMF (0.91 mL) for 20 minutes. [1,1′-Bis(diphenyl-phosphino)ferrocene]-palladium (II) chloride (1:1 complex with dichloromethane, 34 mg) was then added, the vessel sealed, and the reaction was warmed to 85° C. and stirred under nitrogen for 5 ... Reported procedure: 45 ml 1.6M solution of n-butyllithium in hexane are added at −30° C. to a 10.2 g 2,2,6,6-tertamethylpiperidine in 100 ml THF and the mixture stirred at 0° C. for 30 min. After cooling to −75° C. 11.2 g 3-methoxy-6-pyridin-4-yl-pyridazine dissolved 300 ml THF are added and the solution stirred at −75° C. for 35 min. The cold (−75° C.) reaction mixture is subsequently added at a cold (−75° C.) solution of 18.3 g iodine in 400 ml THF (tetrahydrofuran) and stirred at −75° C. for 1.5 h. The reaction ... The yield is 76.9%. Yields the product IC1=C(N=NC(=C1)C1=CC=NC=C1)OC (4-iodo-3-methoxy-6-pyridin-4-yl-pyridazine). As a reaction SMILES: C([Li])CCC.[CH3:6][O:7][C:8]1[N:9]=[N:10][C:11]([C:14]2[CH:19]=[CH:18][N:17]=[CH:16][CH:15]=2)=[CH:12][CH:13]=1.[I:20]I>CCCCCC.O1CCCC1>[I:20][C:13]1[CH:12]=[C:11]([C:14]2[CH:19]=[CH:18][N:17]=[CH:16][CH:15]=2)[N:10]=[N:9][C:8]=1[O:7][CH3:6]. The reactants are solution, C(CCC)[Li] (n-butyllithium), COC=1N=NC(=CC1)C1=CC=NC=C1 (3-methoxy-6-pyridin-4-yl-pyridazine), II (iodine). Run at temperature 0 celsius, time 30 minute. Run in CCCCCC (hexane), O1CCCC1 (THF), O1CCCC1 (THF), O1CCCC1 (THF). Starting materials: C(C1=CC=CC=C1)OC(N[C@@H](C)C(NC=1N(N=C(C1)C1(CCN(CC1)C1CC1)C1=CC=CC=C1)C(C)(C)C)=O)=O ((S)-1-[2-tert-Butyl-5-(1-cyclopropyl-4-phenyl-piperidin-4-yl)-2H-pyrazol-3-ylcarbamoyl]-ethylcarbamic acid benzyl ester), FC=1C=C(C=C(C1)F)CC(=O)NC(C(=O)NC1=CC(=NN1)C(C)(C)C)SC(C)C (5-(2-[(3,5-Difluorophenyl)acetylamino]-2-(isopropylthio)acetylamino)-3-tert-butylpyrazole). Product: FC=1C=C(C=C(C1)F)CC(=O)NC(C(=O)NC1=CC(=NN1)C(C)(C)C)SC (5-(2-[(3,5-Difluorophenyl)acetylamino]-2-(methylthio)acetylamino)-3-tert-butylpyrazole). RXN SMILES: C(OC(=O)N[C@H](C(=O)NC1N(C(C)(C)C)N=C(C2(C3C=CC=CC=3)CCN(C3CC3)CC2)C=1)C)C1C=CC=CC=1.[F:41][C:42]1[CH:43]=[C:44]([CH2:49][C:50]([NH:52][CH:53]([S:66][CH:67](C)C)[C:54]([NH:56][C:57]2[NH:61][N:60]=[C:59]([C:62]([CH3:65])([CH3:64])[CH3:63])[CH:58]=2)=[O:55])=[O:51])[CH:45]=[C:46]([F:48])[CH:47]=1>>[F:41][C:42]1[CH:43]=[C:44]([CH2:49][C:50]([NH:52][CH:53]([S:66][CH3:67])[C:54]([NH:56][C:57]2[NH:61][N:60]=[C:59]([C:62]([CH3:63])([CH3:65])[CH3:64])[CH:58]=2)=[O:55])=[O:51])[CH:45]=[C:46]([F:48])[CH:47]=1. Reported procedure: This compound was prepared from the acid 11 (Example 114) using a three step procedure analogous to that used for the preparation of 18 from 14 (Example 114). Compound 21 gave the following mass spectral data: m/z=419.2 (M+H)+.